The task is: describe an organic reaction: reactants, conditions, products, and yield. This data is from the Open Reaction Database (ORD), a public repository of structured organic reaction records. Reactants: C1(CC1)CN1C=C(C(C2=CC(=C(C(=C12)F)F)F)=O)C(=O)O (1-(cyclopropylmethyl)-6,7,8-trifluoro-1,4-dihydro-4-oxo-3-quinolinecarboxylic acid), 1,8-diazobicyclo[5.4.0]undec-7-ene, C(C)NCC1CNCC1 (3-[(ethylamino)methyl]pyrrolidine). Run in C(C)#N (acetonitrile), C(C)#N (acetonitrile). Reaction conditions: time 8 hour. Yields the product C1(CC1)CN1C=C(C(C2=CC(=C(C(=C12)F)N1CC(CC1)CNCC)F)=O)C(=O)O (1-(Cyclopropylmethyl)-7-[3-[(ethylamino)methyl]-1-pyrrolidinyl]-6,8-difluoro-1,4-dihydro-4-oxo-3-quinolinecarboxylic Acid). As a reaction SMILES: [CH:1]1([CH2:4][N:5]2[C:14]3[C:9](=[CH:10][C:11]([F:17])=[C:12](F)[C:13]=3[F:15])[C:8](=[O:18])[C:7]([C:19]([OH:21])=[O:20])=[CH:6]2)[CH2:3][CH2:2]1.[CH2:22]([NH:24][CH2:25][CH:26]1[CH2:30][CH2:29][NH:28][CH2:27]1)[CH3:23]>C(#N)C>[CH:1]1([CH2:4][N:5]2[C:14]3[C:9](=[CH:10][C:11]([F:17])=[C:12]([N:28]4[CH2:29][CH2:30][CH:26]([CH2:25][NH:24][CH2:22][CH3:23])[CH2:27]4)[C:13]=3[F:15])[C:8](=[O:18])[C:7]([C:19]([OH:21])=[O:20])=[CH:6]2)[CH2:3][CH2:2]1. Procedure details: To 1.0 g (3.36 mmol) of 1-(cyclopropylmethyl)-6,7,8-trifluoro-1,4-dihydro-4-oxo-3-quinolinecarboxylic acid in 8 ml of acetonitrile was added 0.51 g (3.36 mmol) of 1,8-diazobicyclo[5.4.0]undec-7-ene and 0.43 g (3.36 mmol) of 3-[(ethylamino)methyl]pyrrolidine each in 1 ml of acetonitrile. The mixture was refluxed for two hours and stirred overnight at room temperature. The mixture was filtered, and washed with ether to give 0.935 g of 1-(cyclopropylmethyl)-7-[3-[(ethylamino)methyl]-1-pyrrolidinyl]... Reactants: Cl.NC1=CC2=C(OC(=C2C)C)C(=C1)NC(C1=C(C=CC=C1Cl)Cl)=O (5-amino-7-(2,6-dichlorobenzoylamino)-2,3-dimethylbenzo[b]furan hydrochloride), C(C)(=O)OC(C)=O (acetic anhydride), O (water). Run in C(C)(=O)O (acetic acid). Reaction conditions: temperature 80 celsius, time 1.5 hour. Yields the product C(C)(=O)NC1=CC2=C(OC(=C2C)C)C(=C1)NC(C1=C(C=CC=C1Cl)Cl)=O (5-acetylamino-7-(2,6-dichlorobenzoylamino)-2,3-dimethylbenzo[b]furan). The yield is 82.4%. As a reaction SMILES: Cl.[NH2:2][C:3]1[CH:13]=[C:12]([NH:14][C:15](=[O:24])[C:16]2[C:21]([Cl:22])=[CH:20][CH:19]=[CH:18][C:17]=2[Cl:23])[C:6]2[O:7][C:8]([CH3:11])=[C:9]([CH3:10])[C:5]=2[CH:4]=1.[C:25](OC(=O)C)(=[O:27])[CH3:26].O>C(O)(=O)C>[C:25]([NH:2][C:3]1[CH:13]=[C:12]([NH:14][C:15](=[O:24])[C:16]2[C:21]([Cl:22])=[CH:20][CH:19]=[CH:18][C:17]=2[Cl:23])[C:6]2[O:7][C:8]([CH3:11])=[C:9]([CH3:10])[C:5]=2[CH:4]=1)(=[O:27])[CH3:26] |f:0.1|. Procedure: A mixture of 5-amino-7-(2,6-dichlorobenzoylamino)-2,3-dimethylbenzo[b]furan hydrochloride (116 mg) and acetic anhydride (74 mg) in acetic acid (1 ml) was stirred at 80° C. for 1.5 hours. The reaction mixture was cooled and to the mixture was added water. The separated solid was collected, washed with water and dried to give 5-acetylamino-7-(2,6-dichlorobenzoylamino)-2,3-dimethylbenzo[b]furan (97 mg).